Dataset: the Open Reaction Database (ORD), a public repository of structured organic reaction records. Task: describe an organic reaction: reactants, conditions, products, and yield Starting materials: NC1CCN(CC1)C[C@@H]1CN2C(C=CC=3N=CC(N1C23)=O)=O ((2R)-2-[(4-Amino-1-piperidinyl)methyl]-1,2-dihydro-3H,8H-2a,5,8a-triazaacenaphthylene-3,8-dione), C(O)([O-])=O.[Na+] (sodium hydrogen carbonate), ClCCl (dichloromethane), FC=1C(=CC2=C(OCCO2)C1)C=O (7-fluoro-2,3-dihydro-benzo[1,4]dioxin-6-carboxaldehyde), C(C)(=O)O[BH-](OC(C)=O)OC(C)=O.[Na+] (Sodium triacetoxyborohydride). The solvent is CO (methanol), C(Cl)(Cl)Cl (chloroform). Yields the product Cl.FC=1C(=CC2=C(OCCO2)C1)CNC1CCN(CC1)C[C@@H]1CN2C(C=CC=3N=CC(N1C23)=O)=O ((2R)-2-[(4-{[(7-Fluoro-2,3-dihydro-1,4-benzodioxin-6-yl)methyl]amino}-1-piperidinyl)methyl]-1,2-dihydro-3H,8H-2a,5,8a-triazaacenaphthylene-3,8-dione hydrochloride). Reaction SMILES: [NH2:1][CH:2]1[CH2:7][CH2:6][N:5]([CH2:8][C@H:9]2[N:19]3[C:20]4[N:11]([C:12](=[O:22])[CH:13]=[CH:14][C:15]=4[N:16]=[CH:17][C:18]3=[O:21])[CH2:10]2)[CH2:4][CH2:3]1.[F:23][C:24]1[C:25]([CH:34]=O)=[CH:26][C:27]2[O:32][CH2:31][CH2:30][O:29][C:28]=2[CH:33]=1.C(O[BH-](OC(=O)C)OC(=O)C)(=O)C.[Na+].C(=O)([O-])O.[Na+].[Cl:55]CCl>CO.C(Cl)(Cl)Cl>[ClH:55].[F:23][C:24]1[C:25]([CH2:34][NH:1][CH:2]2[CH2:7][CH2:6][N:5]([CH2:8][C@H:9]3[N:19]4[C:20]5[N:11]([C:12](=[O:22])[CH:13]=[CH:14][C:15]=5[N:16]=[CH:17][C:18]4=[O:21])[CH2:10]3)[CH2:4][CH2:3]2)=[CH:26][C:27]2[O:32][CH2:31][CH2:30][O:29][C:28]=2[CH:33]=1 |f:2.3,4.5,9.10|. Reported procedure: (2R)-2-[(4-Amino-1-piperidinyl)methyl]-1,2-dihydro-3H,8H-2a,5,8a-triazaacenaphthylene-3,8-dione (50 mg, 0.166 mmol) (for a preparation see Example 16(j)) and 7-fluoro-2,3-dihydro-benzo[1,4]dioxin-6-carboxaldehyde (28 mg, 0.926 eq.) (for a synthesis see WO2002056882, Example 23(a)) were stirred in 9:1 v:v chloroform:methanol (1 ml) for 2.5 hours. Sodium triacetoxyborohydride (105 mg, 3.000 eq.) was then added in one portion and the mixture was stirred vigorously at room temperature for 30 min. Sa... The reactants are CC(C)(C)OC(=O)NCC(CNC(=O)OC(C)(C)C)OS(C)(=O)=O, CS(C)=O, N#C[Na], O. Yields the product CC(C)(C)OC(=O)NCC(C#N)CNC(=O)OC(C)(C)C. RXN SMILES: [CH3:1][S:2]([O:3][CH:6]([CH2:7][NH:8][C:9](=[O:10])[O:11][C:12]([CH3:13])([CH3:14])[CH3:15])[CH2:16][NH:17][C:18](=[O:19])[O:20][C:21]([CH3:22])([CH3:23])[CH3:24])(=[O:4])=[O:5].[CH3:29][S:30](=[O:31])[CH3:32].[Na:25][C:26]#[N:27].[OH2:28]>>[CH:6]([CH2:7][NH:8][C:9](=[O:10])[O:11][C:12]([CH3:13])([CH3:14])[CH3:15])([CH2:16][NH:17][C:18](=[O:19])[O:20][C:21]([CH3:22])([CH3:23])[CH3:24])[C:26]#[N:27]. Reactants: [Sm] (samarium), [O-2].[Al+3].[O-2].[O-2].[Al+3] (Aluminum oxide), [Sm] (samarium). Product: [O-2].[Al+3].[O-2].[O-2].[Al+3] (aluminum oxide), [O-2].[Sm+3].[O-2].[O-2].[Sm+3] (samarium oxide). RXN SMILES: [O-2:1].[Al+3:2].[O-2].[O-2].[Al+3].[Sm:6]>>[O-2:1].[Al+3:2].[O-2:1].[O-2:1].[Al+3:2].[O-2:1].[Sm+3:6].[O-2:1].[O-2:1].[Sm+3:6] |f:0.1.2.3.4,6.7.8.9.10,11.12.13.14.15|. Reported procedure: Aluminum oxide disks (0.9 inch (2.29 cm) in diameter×0.12 inch (0.30 cm) thick) fabricated by the processes described in Example 1 were selected for evaluating the samarium glaze. Calculations were made based on the density of the samarium glaze (3.2 grams per cubic centimeter) and the surface area of the Al2O3 disks to provide the weight of samarium oxide frit (powdered glass) to yield samarium glaze thicknesses on the Al2O3 disks of 0.001 inch (0.025 millimeter), 0.003 inch (0.076 millimeter),... Starting materials: Cl (HCl), Cl (HCl), Cl.Cl.FC=1C=C2C(=CNC2=CC1)CCCN(C1CC2=C3C=CC=NC3=CC=C2OC1)CCC (N-[3-(5-fluoro-1H-indol-3-yl)propyl]-N-propyl-2,3-dihydro-1H-pyrano[3,2-f]quinolin-2-amine bis-hydrochloride salt), Cl.CCOCC (HCl Et2O). Run in C(C)(=O)OCC (ethyl acetate). The product is FC=1C=C2C(=CNC2=CC1)CCCN(C1CC2=C3C=CC=NC3=CC=C2OC1)CCC (N-[3-(5-fluoro-1H-indol-3-yl)propyl]-N-propyl-2,3-dihydro-1H-pyrano[3,2-f]quinolin-2-amine). As a reaction SMILES: Cl.Cl.CCOCC.Cl.Cl.[F:10][C:11]1[CH:12]=[C:13]2[C:17](=[CH:18][CH:19]=1)[NH:16][CH:15]=[C:14]2[CH2:20][CH2:21][CH2:22][N:23]([CH2:38][CH2:39][CH3:40])[CH:24]1[CH2:37][O:36][C:35]2[C:26](=[C:27]3[C:32](=[CH:33][CH:34]=2)[N:31]=[CH:30][CH:29]=[CH:28]3)[CH2:25]1>C(OCC)(=O)C>[F:10][C:11]1[CH:12]=[C:13]2[C:17](=[CH:18][CH:19]=1)[NH:16][CH:15]=[C:14]2[CH2:20][CH2:21][CH2:22][N:23]([CH2:38][CH2:39][CH3:40])[CH:24]1[CH2:37][O:36][C:35]2[C:26](=[C:27]3[C:32](=[CH:33][CH:34]=2)[N:31]=[CH:30][CH:29]=[CH:28]3)[CH2:25]1 |f:1.2,3.4.5|. Reported procedure: To N-[3-(5-fluoro-1H-indol-3-yl)propyl]-2,3-dihydro-1H-pyrano[3,2-f]quinolin-2-amine (example 21) (0.13 g, 0.34 mmol) in anhydrous methanol (20 mL), was added propionaldehyde (0.25 mL, 3.4 mmol), acetic acid (0.2 ml, 0.34 mmol) and sodium cyanoborohydride (0.041 g, 0.65 mmol). The reaction mixture was stirred at room temperature overnight. The reaction mixture was quenched with 1N NaOH, and extracted with methylene chloride. The organic layer was dried over anhydrous sodium sulfate, filtered and... Starting materials: O.C1(=CC=C(C=C1)S(=O)(=O)O)C (p-toluenesulfonic acid monohydrate), OCC(C(=O)OCC)(C=1C=NC=CC1)CO (ethyl 3-hydroxy-2-(hydroxymethyl)-2-(pyridin-3-yl)propanoate), COC(C)(C)OC (2,2-dimethoxypropane), O.C1(=CC=C(C=C1)S(=O)(=O)O)C (p-toluenesulfonic acid monohydrate), COC(C)(C)OC (2,2-dimethoxypropane). Solvent: CC(=O)C (acetone). Reaction conditions: time 12 hour. The product is CC1(OCC(CO1)(C(=O)OCC)C=1C=NC=CC1)C (ethyl 2,2-dimethyl-5-(pyridin-3-yl)-1,3-dioxane-5-carboxylate). RXN SMILES: [OH:1][CH2:2][C:3]([CH2:15][OH:16])([C:9]1[CH:10]=[N:11][CH:12]=[CH:13][CH:14]=1)[C:4]([O:6][CH2:7][CH3:8])=[O:5].CO[C:19](OC)([CH3:21])[CH3:20].O.C1(C)C=CC(S(O)(=O)=O)=CC=1>CC(C)=O>[CH3:20][C:19]1([CH3:21])[O:1][CH2:2][C:3]([C:9]2[CH:10]=[N:11][CH:12]=[CH:13][CH:14]=2)([C:4]([O:6][CH2:7][CH3:8])=[O:5])[CH2:15][O:16]1 |f:2.3|. Procedure details: To a mixture of 1.25 g of ethyl 3-hydroxy-2-(hydroxymethyl)-2-(pyridin-3-yl)propanoate in 13 ml of acetone were added 0.75 ml of 2,2-dimethoxypropane and 105 mg of p-toluenesulfonic acid monohydrate, followed by stirring for 12 hours. Then, 1.06 g of p-toluenesulfonic acid monohydrate was added thereto, followed by stirring for 6 hours. Further, 0.75 ml of 2,2-dimethoxypropane was added thereto, followed by stirring at 50° C. for 30 minutes, and the solvent was evaporated under reduced pressure.... Starting materials: Cl (HCl), ClC1=CC=C(CN2C(=C(C3=CC=CC=C23)C)C(=O)OCC)C=C1 (ethyl 1-(4-chlorobenzyl)-3-methyl-1H-indole-2-carboxylate), O (water), [OH-].[Na+] (NaOH). Solvent: CCO (EtOH). Reaction conditions: time 32 hour. The product is ClC1=CC=C(CN2C(=C(C3=CC=CC=C23)C)C(=O)O)C=C1 (1-(4-chlorobenzyl)-3-methyl-1H-indole-2-carboxylic acid). Reaction SMILES: [Cl:1][C:2]1[CH:23]=[CH:22][C:5]([CH2:6][N:7]2[C:15]3[C:10](=[CH:11][CH:12]=[CH:13][CH:14]=3)[C:9]([CH3:16])=[C:8]2[C:17]([O:19]CC)=[O:18])=[CH:4][CH:3]=1.[OH-].[Na+].O.Cl>CCO>[Cl:1][C:2]1[CH:23]=[CH:22][C:5]([CH2:6][N:7]2[C:15]3[C:10](=[CH:11][CH:12]=[CH:13][CH:14]=3)[C:9]([CH3:16])=[C:8]2[C:17]([OH:19])=[O:18])=[CH:4][CH:3]=1 |f:1.2|. Procedure: ethyl 1-(4-chlorobenzyl)-3-methyl-1H-indole-2-carboxylate (480 mg, 1.46 mmol) was dissolved in EtOH (15 mL) and 10% aq. NaOH was added (6 mL). The reaction was allowed to stir at rt for 32 h, at which time as much solvent was stripped off as possible, water was added, and the mixture cooled in an ice bath. The mixture was acidified with concentrated HCl and the precipitate collected over a filter. The title compound was obtained as a white powder that was not purified or characterized further. (... Reactants: Cc1ccccc1, COc1cc2nccc(Oc3ccc(C)nc3I)c2cc1OC, [Na+], OB(O)c1ccc(Oc2ccccc2)cc1, O, O=C([O-])O. Product: COc1cc2nccc(Oc3ccc(C)nc3-c3ccc(Oc4ccccc4)cc3)c2cc1OC. RXN SMILES: [CH3:1][c:2]1[cH:3][cH:4][cH:5][cH:6][cH:7]1.[I:13][c:14]1[n:15][c:16]([CH3:35])[cH:17][cH:18][c:19]1[O:20][c:21]1[cH:22][cH:23][n:24][c:25]2[cH:26][c:27]([O:33][CH3:34])[c:28]([O:31][CH3:32])[cH:29][c:30]12.[Na+:8].[O:36]([c:37]1[cH:38][cH:39][cH:40][cH:41][cH:42]1)[c:43]1[cH:44][cH:45][c:46]([B:49]([OH:50])[OH:51])[cH:47][cH:48]1.[OH2:52].[OH:9][C:10](=[O:11])[O-:12]>>[c:14]1(-[c:46]2[cH:45][cH:44][c:43]([O:36][c:37]3[cH:38][cH:39][cH:40][cH:41][cH:42]3)[cH:48][cH:47]2)[n:15][c:16]([CH3:35])[cH:17][cH:18][c:19]1[O:20][c:21]1[cH:22][cH:23][n:24][c:25]2[cH:26][c:27]([O:33][CH3:34])[c:28]([O:31][CH3:32])[cH:29][c:30]12. Starting materials: BrC1=CC=CC=2C(C3=NC(=CN3CCC21)C2=CC=CC=C2)OC2CCN(CC2)C (8-Bromo-4-(1-methyl-piperidin-4-yloxy)-2-phenyl-9,10-dihydro-4H-3,10a-diaza-benzo[f]azulene), C(C1=CC=CC=C1)O (benzyl alcohol), CN1CCC(CC1)OC1C2=NC(=CN2CCC2=C1C=CC=C2)C2=CC=CC=C2 (4-(1-methylpiperidin-4-yloxy)-2-phenyl-9,10-dihydro-4H-3,10a-diaza-benzo[f]azulene), CC=1C=NC2=C3N=CC(=C(C3=CC=C2C1C)C)C (3,4,7,8-tetramethyl-1,10-phenanthroline), C([O-])([O-])=O.[Cs+].[Cs+] (cesium carbonate). Reagents/catalysts: [Cu]I (copper(I) iodide). Solvent: C1(=CC=CC=C1)C (toluene). Reaction conditions: temperature 90 celsius, time 3 day. Product: C(C1=CC=CC=C1)OC1=CC=CC=2C(C3=NC(=CN3CCC21)C2=CC=CC=C2)OC2CCN(CC2)C (8-benzyloxy-4-(1-methylpiperidin-4-yloxy)-2-phenyl-9,10-dihydro-4H-3,10a-diaza-benzo[f]azulene). RXN SMILES: Br[C:2]1[C:15]2[CH2:14][CH2:13][N:12]3[C:8](=[N:9][C:10]([C:16]4[CH:21]=[CH:20][CH:19]=[CH:18][CH:17]=4)=[CH:11]3)[CH:7]([O:22][CH:23]3[CH2:28][CH2:27][N:26]([CH3:29])[CH2:25][CH2:24]3)[C:6]=2[CH:5]=[CH:4][CH:3]=1.[CH2:30]([OH:37])[C:31]1[CH:36]=[CH:35][CH:34]=[CH:33][CH:32]=1.CN1CCC(OC2C3C=CC=CC=3CCN3C2=NC(C2C=CC=CC=2)=C3)CC1.CC1C=NC2C(C=1C)=CC=C1C=2N=CC(C)=C1C.C(=O)([O-])[O-].[Cs+].[Cs+]>C1(C)C=CC=CC=1.[Cu]I>[CH2:30]([O:37][C:2]1[C:15]2[CH2:14][CH2:13][N:12]3[C:8](=[N:9][C:10]([C:16]4[CH:21]=[CH:20][CH:19]=[CH:18][CH:17]=4)=[CH:11]3)[CH:7]([O:22][CH:23]3[CH2:28][CH2:27][N:26]([CH3:29])[CH2:25][CH2:24]3)[C:6]=2[CH:5]=[CH:4][CH:3]=1)[C:31]1[CH:36]=[CH:35][CH:34]=[CH:33][CH:32]=1 |f:4.5.6|. Reported procedure: To a solution of 8-bromo-4-(1-methyl-piperidin-4-yloxy)-2-phenyl-9,10-dihydro-4H-3,10a-diaza-benzo[f]azulene (example 231) (276 mg, 0, 40 mmole) in anhydrous toluene (5 mL) in a screw-capped vial are added benzyl alcohol (87 mg, 0, 80 mmole), copper(I) iodide (15.3 mg, 0.080 mmole), ground 4A molecular sieves (133 mg), 3,4,7,8-tetramethyl-1,10-phenanthroline (38 mg, 0, 16 mmole) and cesium carbonate (261 mg, 0, 80 mmole). The vial is evacuated and filled with argon. The reaction mixture is stirr... Reactants: CC(C)(C)O, C=C(C)C(=O)N(C)OC, CS(N)(=O)=O, O. Yields the product CON(C)C(=O)C(C)(O)CO. Reaction SMILES: [C:1]([CH3:2])([CH3:3])([CH3:4])[OH:5].[CH3:11][O:12][N:13]([C:14]([C:15](=[CH2:16])[CH3:17])=[O:18])[CH3:19].[CH3:6][S:7]([NH2:8])(=[O:9])=[O:10].[OH2:20]>>[OH:5][CH2:16][C:15]([C:14]([N:13]([O:12][CH3:11])[CH3:19])=[O:18])([CH3:17])[OH:20]. Reaction conditions: time 3 hour. The solvent is N1=CC=CC=C1 (pyridine). Starting materials: C(CCCCC)(=O)Cl (hexanoyl chloride), C1(=CC=CC=C1)O (phenol), ice water. Procedure: 30 ml (0.22 mole) of hexanoyl chloride were added dropwise over 30 minutes with stirring and cooling on an ice bath to a solution of 18.8 g (0.2 mole) of phenol in 80 ml of anhydrous pyridine and then the reaction mixture stood at room temperature for 3 hours and was poured into ice water. The mixture was extracted with ether and the ether extracts were washed with water, dilute hydrochloric acid and with water, dried over magnesium sulfate and evaporated to dryness to obtain 36.4 g of phenyl he... The yield is 94.7%. RXN SMILES: [C:1](Cl)(=[O:7])[CH2:2][CH2:3][CH2:4][CH2:5][CH3:6].[C:9]1([OH:15])[CH:14]=[CH:13][CH:12]=[CH:11][CH:10]=1>N1C=CC=CC=1>[C:1]([O:15][C:9]1[CH:14]=[CH:13][CH:12]=[CH:11][CH:10]=1)(=[O:7])[CH2:2][CH2:3][CH2:4][CH2:5][CH3:6]. Yields the product C(CCCCC)(=O)OC1=CC=CC=C1 (phenyl hexanoate).